The task is: describe an organic reaction: reactants, conditions, products, and yield. This data is from the Open Reaction Database (ORD), a public repository of structured organic reaction records. The reactants are C(C)OC(C(CC1=C(C=C(C=C1)O)C)OCC)=O ([rac]-2-ethoxy-3-(4-hydroxy-2-methyl-phenyl)-propionic acid ethyl ester), O=P(Cl)(Cl)Cl (POCl3), C([O-])([O-])=O.[Cs+].[Cs+] (cesium carbonate), ClCC=1N=C(OC1C)C1=CC=C(C=C1)F (4-chloromethyl-2-(4-fluoro-phenyl)-5-methyl-oxazole), FC1=CC=C(C=O)C=C1 (4-fluoro-benzaldehyde), [I-].[K+] (potassium iodide). The product is C(C)OC(C(CC1=C(C=C(C=C1)OCC=1N=C(OC1C)C1=CC=C(C=C1)F)C)OCC)=O ([rac]-2-ethoxy-3-{4-[2-(4-fluoro-phenyl)-5-methyl-oxazol-4-ylmethoxy]-2-methyl-phenyl}-propionic acid ethyl ester). RXN SMILES: [CH2:1]([O:3][C:4](=[O:18])[CH:5]([O:15][CH2:16][CH3:17])[CH2:6][C:7]1[CH:12]=[CH:11][C:10]([OH:13])=[CH:9][C:8]=1[CH3:14])[CH3:2].Cl[CH2:20][C:21]1[N:22]=[C:23]([C:27]2[CH:32]=[CH:31][C:30]([F:33])=[CH:29][CH:28]=2)[O:24][C:25]=1[CH3:26].FC1C=CC(C=O)=CC=1.O=P(Cl)(Cl)Cl.C(=O)([O-])[O-].[Cs+].[Cs+].[I-].[K+]>>[CH2:1]([O:3][C:4](=[O:18])[CH:5]([O:15][CH2:16][CH3:17])[CH2:6][C:7]1[CH:12]=[CH:11][C:10]([O:13][CH2:20][C:21]2[N:22]=[C:23]([C:27]3[CH:32]=[CH:31][C:30]([F:33])=[CH:29][CH:28]=3)[O:24][C:25]=2[CH3:26])=[CH:9][C:8]=1[CH3:14])[CH3:2] |f:4.5.6,7.8|. Reported procedure: In analogy to the procedure described in example 1 f], [rac]-2-ethoxy-3-(4-hydroxy-2-methyl-phenyl)-propionic acid ethyl ester (example 34 b]) was reacted with 4-chloromethyl-2-(4-fluoro-phenyl)-5-methyl-oxazole (prepared from 4-fluoro-benzaldehyde and diacetyl monoxyme followed by treatment with POCl3 in analogy to the procedures described in examples 2 a] and b]) in the presence of cesium carbonate and potassium iodide to yield [rac]-2-ethoxy-3-{4-[2-(4-fluoro-phenyl)-5-methyl-oxazol-4-ylmetho...